describe an organic reaction: reactants, conditions, products, and yield From a dataset of the Open Reaction Database (ORD), a public repository of structured organic reaction records. Reactants: BrBr (bromine), OS(=O)(=O)O.O=S(=O)=O (oleum), CC1=NC=CC(=C1)C (2,4-dimethylpyridine), ice, C(=O)([O-])[O-].[Na+].[Na+] (Na2CO3). Product: BrC=1C(=CC(=NC1)C)C (5-bromo-2,4-dimethylpyridine), BrC=1C(=NC=CC1C)C (3-bromo-2,4-dimethylpyridine). RXN SMILES: OS(O)(=O)=O.O=S(=O)=O.[CH3:10][C:11]1[CH:16]=[C:15]([CH3:17])[CH:14]=[CH:13][N:12]=1.[Br:18]Br.C([O-])([O-])=O.[Na+].[Na+]>>[Br:18][C:14]1[C:15]([CH3:17])=[CH:16][C:11]([CH3:10])=[N:12][CH:13]=1.[Br:18][C:16]1[C:11]([CH3:10])=[N:12][CH:13]=[CH:14][C:15]=1[CH3:17] |f:0.1,4.5.6|. Reported procedure: 150 ml of 65% strength oleum are added dropwise to 28.9 ml of 2,4-dimethylpyridine, while cooling with ice and stirring, such that the temperature does not rise above 35° C. When the solution has become homogeneous, 6.42 ml of bromine are slowly added dropwise, with stirring. The mixture is stirred at 80° C. for 31/2 hours. After cooling, it is carefully added dropwise to 1 kg of ice, neutralized with solid Na2CO3 and extracted 3 times with 300 ml of ether each time. The organic layer is separat... Starting materials: [BH4-], CCO, CCCCCC, CCCCCCCCCCCCn1nnc(C(Br)C(=O)Nc2c(C(C)C)cccc2C(C)C)n1, [N-]=[N+]=[N-], [Na+], [Na+]. Product: CCCCCCCCCCCCn1nnc(C(N)C(=O)Nc2c(C(C)C)cccc2C(C)C)n1. As a reaction SMILES: [BH4-:39].[CH3:41][CH2:42][OH:43].[CH3:44][CH2:45][CH2:46][CH2:47][CH2:48][CH3:49].[CH:1]([CH3:2])([CH3:3])[c:4]1[c:5]([NH:13][C:14]([CH:15]([Br:16])[c:17]2[n:18][n:19][n:20]([CH2:22][CH2:23][CH2:24][CH2:25][CH2:26][CH2:27][CH2:28][CH2:29][CH2:30][CH2:31][CH2:32][CH3:33])[n:21]2)=[O:34])[c:6]([CH:10]([CH3:11])[CH3:12])[cH:7][cH:8][cH:9]1.[N-:36]=[N+:37]=[N-:38].[Na+:35].[Na+:40]>>[CH:1]([CH3:2])([CH3:3])[c:4]1[c:5]([NH:13][C:14]([CH:15]([c:17]2[n:18][n:19][n:20]([CH2:22][CH2:23][CH2:24][CH2:25][CH2:26][CH2:27][CH2:28][CH2:29][CH2:30][CH2:31][CH2:32][CH3:33])[n:21]2)[NH2:36])=[O:34])[c:6]([CH:10]([CH3:11])[CH3:12])[cH:7][cH:8][cH:9]1. Reactants: C1(C=2C(C(N1)=O)=CC=CC2)=O (phthalimide), C1(=CC=CC=C1)P(C1=CC=CC=C1)C1=CC=CC=C1 (triphenylphosphine), N(=NC(=O)OCC)C(=O)OCC (diethyl azodicarboxylate), BrC=1C=CC2=C(C(=NCC=3N2C(=NN3)CCO)C3=CC=CC=C3)C1 (8-bromo-1-(2-hydroxyethyl)-6-phenyl-4H-s-triazolo[4,3-a][1,4]benzodiazepine). Solvent: O1CCOCC1 (dioxane). Yields the product BrC=1C=CC2=C(C(=NCC=3N2C(=NN3)CCN3C(C=2C(C3=O)=CC=CC2)=O)C2=CC=CC=C2)C1 (8-bromo-1-(2-phthalimidoethyl)-6-phenyl-4H-s-triazolo[4,3-a][1,4]benzodiazepine). Reaction SMILES: [Br:1][C:2]1[CH:3]=[CH:4][C:5]2[N:11]3[C:12]([CH2:15][CH2:16]O)=[N:13][N:14]=[C:10]3[CH2:9][N:8]=[C:7]([C:18]3[CH:23]=[CH:22][CH:21]=[CH:20][CH:19]=3)[C:6]=2[CH:24]=1.[C:25]1(=[O:35])[NH:29][C:28](=[O:30])[C:27]2=[CH:31][CH:32]=[CH:33][CH:34]=[C:26]12.C1(P(C2C=CC=CC=2)C2C=CC=CC=2)C=CC=CC=1.N(C(OCC)=O)=NC(OCC)=O>O1CCOCC1>[Br:1][C:2]1[CH:3]=[CH:4][C:5]2[N:11]3[C:12]([CH2:15][CH2:16][N:29]4[C:25](=[O:35])[C:26]5=[CH:34][CH:33]=[CH:32][CH:31]=[C:27]5[C:28]4=[O:30])=[N:13][N:14]=[C:10]3[CH2:9][N:8]=[C:7]([C:18]3[CH:19]=[CH:20][CH:21]=[CH:22][CH:23]=3)[C:6]=2[CH:24]=1. Reported procedure: In the manner given in Example 2, 8-bromo-1-(2-hydroxyethyl)-6-phenyl-4H-s-triazolo[4,3-a][1,4]benzodiazepine in dioxane is treated with phthalimide, triphenylphosphine and subsequently with diethyl azodicarboxylate to give 8-bromo-1-(2-phthalimidoethyl)-6-phenyl-4H-s-triazolo[4,3-a][1,4]benzodiazepine.